From a dataset of the Open Reaction Database (ORD), a public repository of structured organic reaction records. describe an organic reaction: reactants, conditions, products, and yield The reactants are COc1c(C)c(Cc2cccc(C=O)c2OCc2ccccc2)c(OC)c(OC)c1OC, CC#N, [O-]Cl, [Na+], [Na+], O, OO, O=P([O-])(O)O. Yields the product COc1c(C)c(Cc2cccc(C(=O)O)c2OCc2ccccc2)c(OC)c(OC)c1OC. RXN SMILES: [CH3:1][O:2][c:3]1[c:4]([CH3:32])[c:5]([CH2:6][c:7]2[c:8]([O:15][CH2:16][c:17]3[cH:18][cH:19][cH:20][cH:21][cH:22]3)[c:9]([CH:10]=[O:11])[cH:12][cH:13][cH:14]2)[c:23]([O:30][CH3:31])[c:24]([O:28][CH3:29])[c:25]1[O:26][CH3:27].[CH3:44][C:45]#[N:46].[Cl:39][O-:40].[Na+:38].[Na+:41].[OH2:47].[OH:42][OH:43].[P:33](=[O:34])([O-:35])([OH:36])[OH:37]>>[CH3:1][O:2][c:3]1[c:4]([CH3:32])[c:5]([CH2:6][c:7]2[c:8]([O:15][CH2:16][c:17]3[cH:18][cH:19][cH:20][cH:21][cH:22]3)[c:9]([C:10](=[O:11])[OH:34])[cH:12][cH:13][cH:14]2)[c:23]([O:30][CH3:31])[c:24]([O:28][CH3:29])[c:25]1[O:26][CH3:27].